Dataset: the Open Reaction Database (ORD), a public repository of structured organic reaction records. Task: describe an organic reaction: reactants, conditions, products, and yield The reactants are O=C([O-])O, O=S(=O)(Cl)C1CC1, Cc1cccnc1C(=O)Nc1cccc(Oc2ccc3nc(N)cn3c2)c1, [Na+], C1CCOC1. Yields the product Cc1cccnc1C(=O)Nc1cccc(Oc2ccc3nc(NS(=O)(=O)C4CC4)cn3c2)c1. RXN SMILES: [C:28](=[O:29])([O-:30])[OH:31].[CH:33]1([S:36](=[O:37])(=[O:38])[Cl:39])[CH2:34][CH2:35]1.[NH2:1][c:2]1[n:3][c:4]2[n:5]([cH:6][c:7]([O:10][c:11]3[cH:12][c:13]([NH:17][C:18](=[O:19])[c:20]4[n:21][cH:22][cH:23][cH:24][c:25]4[CH3:26])[cH:14][cH:15][cH:16]3)[cH:8][cH:9]2)[cH:27]1.[Na+:32].[O:40]1[CH2:41][CH2:42][CH2:43][CH2:44]1>>[NH:1]([c:2]1[n:3][c:4]2[n:5]([cH:6][c:7]([O:10][c:11]3[cH:12][c:13]([NH:17][C:18](=[O:19])[c:20]4[n:21][cH:22][cH:23][cH:24][c:25]4[CH3:26])[cH:14][cH:15][cH:16]3)[cH:8][cH:9]2)[cH:27]1)[S:36]([CH:33]1[CH2:34][CH2:35]1)(=[O:37])=[O:38].